Dataset: the Open Reaction Database (ORD), a public repository of structured organic reaction records. Task: describe an organic reaction: reactants, conditions, products, and yield The reactants are C(C)(=O)Cl (acetyl chloride), NC1=C(OC2=C1C=CC=C2)C#N (3-amino-2-benzofurancarbonitrile), ice water. The solvent is N1=CC=CC=C1 (pyridine). Conditions: time 2 hour. The product is C(C)(=O)NC1=C(OC2=C1C=CC=C2)C#N (3-(acetylamino)-2-benzofurancarbonitrile). The yield is 58.3%. RXN SMILES: [NH2:1][C:2]1[C:6]2[CH:7]=[CH:8][CH:9]=[CH:10][C:5]=2[O:4][C:3]=1[C:11]#[N:12].[C:13](Cl)(=[O:15])[CH3:14]>N1C=CC=CC=1>[C:13]([NH:1][C:2]1[C:6]2[CH:7]=[CH:8][CH:9]=[CH:10][C:5]=2[O:4][C:3]=1[C:11]#[N:12])(=[O:15])[CH3:14]. Procedure details: A solution of 3.86 g (0.024 mole) of 3-amino-2-benzofurancarbonitrile in 50 ml of pyridine is cooled in ice and treated over 15 minutes with 2.0 ml (2.21 g; 0.028 mole) of acetyl chloride. The mixture is stirred in ice an additional two hours and added to 250 g of ice/water. The precipitated crude product is filtered, washed with water, and recrystallized from aqueous methanol to yield 2.8 g (57% yield) of 3-(acetylamino)-2-benzofurancarbonitrile. A sample recrystallized a second time as above i... Product: O1CCC=2C(=NC=CC21)N2CCN(CC2)CC[C@@H]2CC[C@H](CC2)NC(=O)C2C(C2)(F)F (trans-2,2-Difluoro-cyclopropanecarboxylic acid (4-{2-[4-(2,3-dihydro-furo[3,2-c]pyridin-4-yl)-piperazin-1-yl]-ethyl}-cyclohexyl)-amide). Reaction SMILES: Cl.Cl.Cl.[O:4]1[C:12]2[CH:11]=[CH:10][N:9]=[C:8]([N:13]3[CH2:18][CH2:17][N:16]([CH2:19][CH2:20][C@H:21]4[CH2:26][CH2:25][C@H:24]([NH2:27])[CH2:23][CH2:22]4)[CH2:15][CH2:14]3)[C:7]=2[CH2:6][CH2:5]1.[F:28][C:29]1([F:35])[CH2:31][CH:30]1[C:32](O)=[O:33]>>[O:4]1[C:12]2[CH:11]=[CH:10][N:9]=[C:8]([N:13]3[CH2:18][CH2:17][N:16]([CH2:19][CH2:20][C@H:21]4[CH2:26][CH2:25][C@H:24]([NH:27][C:32]([CH:30]5[CH2:31][C:29]5([F:35])[F:28])=[O:33])[CH2:23][CH2:22]4)[CH2:15][CH2:14]3)[C:7]=2[CH2:6][CH2:5]1 |f:0.1.2.3|. Procedure details: The title compound, white solid (92 mg, 85%), MS (ISP) m/z=435.4 [(M+H)+], mp 184.5° C., was prepared in accordance with the general method of example 32 from trans-4-{2-[4-(2,3-dihydrofuro[3,2-c]pyridin-4-yl)-piperazin-1-yl]-ethyl}-cyclohexanamine trihydrochloride (intermediate C) (110 mg, 0.25 mmol) and 2,2-difluorocyclopropane-carboxylic acid. The reactants are solid, Cl.Cl.Cl.O1CCC=2C(=NC=CC21)N2CCN(CC2)CC[C@@H]2CC[C@H](CC2)N (trans-4-{2-[4-(2,3-dihydrofuro[3,2-c]pyridin-4-yl)-piperazin-1-yl]-ethyl}-cyclohexanamine trihydrochloride), Cl.Cl.Cl.O1CCC=2C(=NC=CC21)N2CCN(CC2)CC[C@@H]2CC[C@H](CC2)N (trans-4-{2-[4-(2,3-dihydrofuro[3,2-c]pyridin-4-yl)-piperazin-1-yl]-ethyl}-cyclohexanamine trihydrochloride), FC1(C(C1)C(=O)O)F (2,2-difluorocyclopropane-carboxylic acid). Reactants: ClC=1C=C2C(C(=CN(C2=CC1Cl)CC)C(=O)O)=O (6,7-dichloro-1-ethyl-4-oxo-1,4-dihydro-quinoline-3-carboxylic acid), CN1CCNCC1 (1-methylpiperazine), ClCl (chlorine). Run in COCCO (methyl cellosolve), CN(C=O)C (dimethylformamide). Run at time 6 hour. The product is ClC=1C=C2C(C(=CN(C2=CC1N1CCN(CC1)C)CC)C(=O)O)=O (6-chloro-1-ethyl-7-(4-methylpiperazinyl)-4-oxo-1,4-dihydro-quinoline-3-carboxylic acid). The yield is 53.0%. RXN SMILES: [Cl:1][C:2]1[CH:3]=[C:4]2[C:9](=[CH:10][C:11]=1Cl)[N:8]([CH2:13][CH3:14])[CH:7]=[C:6]([C:15]([OH:17])=[O:16])[C:5]2=[O:18].[CH3:19][N:20]1[CH2:25][CH2:24][NH:23][CH2:22][CH2:21]1.ClCl>COCCO.CN(C)C=O>[Cl:1][C:2]1[CH:3]=[C:4]2[C:9](=[CH:10][C:11]=1[N:23]1[CH2:24][CH2:25][N:20]([CH3:19])[CH2:21][CH2:22]1)[N:8]([CH2:13][CH3:14])[CH:7]=[C:6]([C:15]([OH:17])=[O:16])[C:5]2=[O:18]. Procedure: A solution of 4.3 g (0.015 mol) of 6,7-dichloro-1-ethyl-4-oxo-1,4-dihydro-quinoline-3-carboxylic acid and 9 g of 1-methylpiperazine in a mixture of methyl cellosolve (45 cm3) and dimethylformamide (10 cm3) was heated to reflux temperature. After 6 hours, 75% of the theoretical amount of ionized chlorine (1 atom) had been released into the mixture. Heating was continued for a further 2 hours. The solution was concentrated to dryness in vacuo. The residue was taken up in 20 cm3 of ethanol. The sol... Reactants: NC(CC1=CC=CC=C1)C(CC(CCC(C)C)S(=O)(=O)C1=CC=CC=C1)O (2-amino-5-benzenesulfonyl-8-methyl-1-phenyl-nonan-3-ol), N1=C(C=NC2=CC=CC=C12)C(=O)O (2-quinoxalinecarboxylic acid), CN1CCOCC1 (N-methyl morpholine), O-benzotriazol-1-yl-N,N,N′,N′-teteramethyluronium hexafluorophosphate. The solvent is C(Cl)Cl (methylene chloride). Conditions: time 18 hour. Product: C1(=CC=CC=C1)S(=O)(=O)C(CC(C(CC1=CC=CC=C1)NC(=O)C1=NC2=CC=CC=C2N=C1)O)CCC(C)C (Quinoxaline-2-carboxylic acid (4-benzenesulfonyl-1-benzyl-2-hydroxy-7-methyl-octyl)-amide). Reaction SMILES: [NH2:1][CH:2]([CH:10]([OH:27])[CH2:11][CH:12]([S:18]([C:21]1[CH:26]=[CH:25][CH:24]=[CH:23][CH:22]=1)(=[O:20])=[O:19])[CH2:13][CH2:14][CH:15]([CH3:17])[CH3:16])[CH2:3][C:4]1[CH:9]=[CH:8][CH:7]=[CH:6][CH:5]=1.[N:28]1[C:37]2[C:32](=[CH:33][CH:34]=[CH:35][CH:36]=2)[N:31]=[CH:30][C:29]=1[C:38](O)=[O:39].CN1CCOCC1>C(Cl)Cl>[C:21]1([S:18]([CH:12]([CH2:13][CH2:14][CH:15]([CH3:17])[CH3:16])[CH2:11][CH:10]([OH:27])[CH:2]([NH:1][C:38]([C:29]2[CH:30]=[N:31][C:32]3[C:37](=[CH:36][CH:35]=[CH:34][CH:33]=3)[N:28]=2)=[O:39])[CH2:3][C:4]2[CH:5]=[CH:6][CH:7]=[CH:8][CH:9]=2)(=[O:20])=[O:19])[CH:22]=[CH:23][CH:24]=[CH:25][CH:26]=1. Procedure details: To a solution of one equivalent of 2-amino-5-benzenesulfonyl-8-methyl-1-phenyl-nonan-3-ol in methylene chloride is added 1.05 equivalents each of 2-quinoxalinecarboxylic acid, N-methyl morpholine, and O-benzotriazol-1-yl-N,N,N′,N′-teteramethyluronium hexafluorophosphate. The reaction mixture is stirred at ambient temperature for 18 h. After standard aqueous work-up and extraction, followed by concentration and silica gel chromatography the title compound is obtained. The reactants are CCCCN=C=O, ClCCl, FC(F)(F)c1ccc(C2NCCc3ccccc32)cc1. As a reaction SMILES: [CH3:21][CH2:22][CH2:23][CH2:24][N:25]=[C:26]=[O:27].[Cl:28][CH2:29][Cl:30].[F:1][C:2]([c:3]1[cH:4][cH:5][c:6]([CH:9]2[NH:10][CH2:11][CH2:12][c:13]3[cH:14][cH:15][cH:16][cH:17][c:18]32)[cH:7][cH:8]1)([F:19])[F:20]>>[F:1][C:2]([c:3]1[cH:4][cH:5][c:6]([CH:9]2[N:10]([C:26]([NH:25][CH2:24][CH2:23][CH2:22][CH3:21])=[O:27])[CH2:11][CH2:12][c:13]3[cH:14][cH:15][cH:16][cH:17][c:18]32)[cH:7][cH:8]1)([F:19])[F:20]. Yields the product CCCCNC(=O)N1CCc2ccccc2C1c1ccc(C(F)(F)F)cc1. Reactants: C(C1=CC=CC=C1)OC(C(C(CC(C)C)C(NC(C(C)(C)C)C(NC1CC1)=O)=O)CN1C(C2=CC=CC=C2C1=O)=O)=O (3-(1-Cyclopropylcarbamoyl-2,2-dimethyl-propylcarbamoyl)-2-(1,3-dioxo-1,3-dihydro-isoindol-2-ylmethyl)-5-methyl-hexanoic acid-1-benzyl ester), C1=CCCCC1 (cyclohexene). Reagents/catalysts: [Pd] (palladium on charcoal). The solvent is C(C)(=O)OCC (ethyl acetate). Yields the product C1(CC1)NC(=O)C(C(C)(C)C)NC(=O)C(C(C(=O)O)CN1C(C2=CC=CC=C2C1=O)=O)CC(C)C (3-(1 -Cyclopropylcarbamoyl-2,2-dimethyl-propylcarbamoyl)-2-(1,3-dioxo-1,3-dihydro-isoindol-2-ylmethyl)-5-methyl-hexanoic acid). Isolated yield 41.1%. RXN SMILES: C([O:8][C:9](=[O:42])[CH:10]([CH2:30][N:31]1[C:39](=[O:40])[C:38]2[C:33](=[CH:34][CH:35]=[CH:36][CH:37]=2)[C:32]1=[O:41])[CH:11]([C:16](=[O:29])[NH:17][CH:18]([C:23](=[O:28])[NH:24][CH:25]1[CH2:27][CH2:26]1)[C:19]([CH3:22])([CH3:21])[CH3:20])[CH2:12][CH:13]([CH3:15])[CH3:14])C1C=CC=CC=1.C1CCCCC=1>C(OCC)(=O)C.[Pd]>[CH:25]1([NH:24][C:23]([CH:18]([NH:17][C:16]([CH:11]([CH2:12][CH:13]([CH3:15])[CH3:14])[CH:10]([CH2:30][N:31]2[C:39](=[O:40])[C:38]3[C:33](=[CH:34][CH:35]=[CH:36][CH:37]=3)[C:32]2=[O:41])[C:9]([OH:42])=[O:8])=[O:29])[C:19]([CH3:20])([CH3:21])[CH3:22])=[O:28])[CH2:26][CH2:27]1. Procedure: 3-(1-Cyclopropylcarbamoyl-2,2-dimethyl-propylcarbamoyl)-2-(1,3-dioxo-1,3-dihydro-isoindol-2-ylmethyl)-5-methyl-hexanoic acid-1-benzyl ester (3.46 g, 6.02 mmol) was dissolved in ethyl acetate (90 ml) and cyclohexene (10 ml) and the solution was placed under a blanket of argon. 10% palladium on charcoal catalyst (0.75 g) was added and the mixture was heated at reflux for 4 hours. The mixture was cooled and the catalyst was removed by filtration and the filtrate was evaporated to leave a pale yello...